From a dataset of the Open Reaction Database (ORD), a public repository of structured organic reaction records. describe an organic reaction: reactants, conditions, products, and yield Reactants: BrCC[C@@H]1CN(C2=CC=CC=C12)C(=O)N ((S)-3-(2-bromoethyl)-2,3-dihydro-1H-indole-1-carboxylic acid amide), N1=CC=C(C=C1)C=1C=C2C=CNC2=CC1 (5-(pyridin-4-yl)-1H-indole), O1CCOCC1 (1,4-dioxane), O1CCCC1 (tetrahydrofuran). The solvent is CO (methanol). Product: [Br-].C(N)(=O)N1C[C@H](C2=CC=CC=C12)CC[N+]1=CC=C(C=C1)C=1C=C2C=CNC2=CC1 (1-[2-((S)-1-carbamoyl-2,3-dihydro-1H-indol-3-yl)ethyl]-4-(1H-indol-5-yl)pyridinium bromide). Yield: 82.0%. Reaction SMILES: [N:1]1[CH:6]=[CH:5][C:4]([C:7]2[CH:8]=[C:9]3[C:13](=[CH:14][CH:15]=2)[NH:12][CH:11]=[CH:10]3)=[CH:3][CH:2]=1.O1CCOCC1.O1CCCC1.[Br:27][CH2:28][CH2:29][C@H:30]1[C:38]2[C:33](=[CH:34][CH:35]=[CH:36][CH:37]=2)[N:32]([C:39]([NH2:41])=[O:40])[CH2:31]1>CO>[Br-:27].[C:39]([N:32]1[C:33]2[C:38](=[CH:37][CH:36]=[CH:35][CH:34]=2)[C@H:30]([CH2:29][CH2:28][N+:1]2[CH:6]=[CH:5][C:4]([C:7]3[CH:8]=[C:9]4[C:13](=[CH:14][CH:15]=3)[NH:12][CH:11]=[CH:10]4)=[CH:3][CH:2]=2)[CH2:31]1)(=[O:40])[NH2:41] |f:5.6|. Reported procedure: A mixture of 5-(pyridin-4-yl)-1H-indole (2.6 g, 0.13 mol), 1,4-dioxane (250 mL), tetrahydrofuran (20 mL) and methanol (10 mL) was heated to reflux temperature, and (S)-3-(2-bromoethyl)-2,3-dihydro-1H-indole-1-carboxylic acid amide (3.9 g, 0.015 mol) was added. The resulting mixture was boiled under reflux for 96 h. The mixture was cooled, and the liquid decanted off. The residue was washed with ethyl acetate and then dissolved in methanol (500 mL) under heating. The organic phase was concentrate... Reaction conditions: temperature 60 celsius, time 5 hour. As a reaction SMILES: [F:1][C:2]1[CH:22]=[C:21]([F:23])[CH:20]=[CH:19][C:3]=1[O:4][C:5]1[CH:6]=[C:7]([CH:11]=[CH:12][C:13]=1[NH:14][S:15]([CH3:18])(=[O:17])=[O:16])[C:8](Cl)=[O:9].[S-:24][C:25]#[N:26].[K+].[CH2:28]([SH:30])[CH3:29]>C1(C)C=CC=CC=1>[F:1][C:2]1[CH:22]=[C:21]([F:23])[CH:20]=[CH:19][C:3]=1[O:4][C:5]1[CH:6]=[C:7]([CH:11]=[CH:12][C:13]=1[NH:14][S:15]([CH3:18])(=[O:17])=[O:16])[C:8]([NH:26][C:25](=[S:24])[S:30][CH2:28][CH3:29])=[O:9] |f:1.2|. Starting materials: FC1=C(OC=2C=C(C(=O)Cl)C=CC2NS(=O)(=O)C)C=CC(=C1)F (3-(2,4-difluorophenoxy)-4-methanesulfonamidobenzoyl chloride), [S-]C#N.[K+] (potassium thiocyanate), C(C)S (Ethyl mercaptan). Run in C1(=CC=CC=C1)C (toluene). Yields the product FC1=C(OC=2C=C(C(=O)NC(SCC)=S)C=CC2NS(=O)(=O)C)C=CC(=C1)F (ethyl N-[3-(2,4-difluorophenoxy)-4-methanesulfonamidobenzoyl]dithiocarbamate). Procedure: A mixture of 3-(2,4-difluorophenoxy)-4-methanesulfonamidobenzoyl chloride (0.7 g) and potassium thiocyanate (0.73 g) in toluene (6 ml) was refluxed overnight. Ethyl mercaptan (0.68 ml) was added to the resulting mixture. The mixture was stirred for 5 hours at 60° C. and concentrated. The residue was dissolved in ethyl acetate and washed with water. The organic layer was dried and concentrated to give a yellow powder of ethyl N-[3-(2,4-difluorophenoxy)-4-methanesulfonamidobenzoyl]dithiocarbamate ... Reactants: C1CCOC1, [Li+], CCOC(=O)CCCn1c(-c2ccc3c(c2)OCO3)nc2ccccc21, [OH-]. Yields the product O=C(O)CCCn1c(-c2ccc3c(c2)OCO3)nc2ccccc21. RXN SMILES: [CH2:29]1[O:30][CH2:31][CH2:32][CH2:33]1.[Li+:27].[O:1]1[CH2:2][O:3][c:4]2[c:5]1[cH:6][cH:7][c:8](-[c:10]1[n:11][c:12]3[c:13]([n:14]1[CH2:15][CH2:16][CH2:17][C:18](=[O:19])[O:20][CH2:21][CH3:22])[cH:23][cH:24][cH:25][cH:26]3)[cH:9]2.[OH-:28]>>[O:1]1[CH2:2][O:3][c:4]2[c:5]1[cH:6][cH:7][c:8](-[c:10]1[n:11][c:12]3[c:13]([n:14]1[CH2:15][CH2:16][CH2:17][C:18](=[O:19])[OH:20])[cH:23][cH:24][cH:25][cH:26]3)[cH:9]2. Reaction SMILES: Br[C:2]1[CH:7]=[CH:6][C:5]([CH:8]([C:20]2[CH:25]=[CH:24][C:23]([Cl:26])=[CH:22][C:21]=2[CH3:27])[CH2:9][C:10]([C:12]2[CH:13]=[CH:14][C:15](=[O:19])[N:16]([CH3:18])[CH:17]=2)=[O:11])=[CH:4][CH:3]=1.CC1(C)C(C)(C)OB([C:36]2[CH:41]=[CH:40][C:39]([S:42]([NH2:45])(=[O:44])=[O:43])=[CH:38][CH:37]=2)O1>>[Cl:26][C:23]1[CH:24]=[CH:25][C:20]([CH:8]([C:5]2[CH:4]=[CH:3][C:2]([C:36]3[CH:41]=[CH:40][C:39]([S:42]([NH2:45])(=[O:44])=[O:43])=[CH:38][CH:37]=3)=[CH:7][CH:6]=2)[CH2:9][C:10]([C:12]2[CH:13]=[CH:14][C:15](=[O:19])[N:16]([CH3:18])[CH:17]=2)=[O:11])=[C:21]([CH3:27])[CH:22]=1. Reported procedure: The title compound was prepared in analogy to example 166, from (−)-5-[3-(4-bromo-phenyl)-3-(4-chloro-2-methyl-phenyl)-propionyl]-1-methyl-1H-pyridin-2-one and 4-(4,4,5,5-tetramethyl-1,3,2-dioxaborolan-2-yl)benzenesulfonamide (CAS RN 214360-51-7). The compound was purified by silica gel chromatography on a 10 g column using a MPLC system eluting with a gradient of n-heptane:ethyl acetate (100:0 to 100:0). Light brown solid. MS (ESI+): m/z=521.1 ([M+H]+). The product is ClC1=CC(=C(C=C1)C(CC(=O)C1=CN(C(C=C1)=O)C)C1=CC=C(C=C1)C1=CC=C(C=C1)S(=O)(=O)N)C ((−)-4′-[1-(4-Chloro-2-methyl-phenyl)-3-(1-methyl-6-oxo-1,6-dihydro-pyridin-3-yl)-3-oxo-propyl]-biphenyl-4-sulfonic acid amide). The reactants are BrC1=CC=C(C=C1)C(CC(=O)C=1C=CC(N(C1)C)=O)C1=C(C=C(C=C1)Cl)C ((−)-5-[3-(4-bromo-phenyl)-3-(4-chloro-2-methyl-phenyl)-propionyl]-1-methyl-1H-pyridin-2-one), CC1(OB(OC1(C)C)C1=CC=C(C=C1)S(=O)(=O)N)C (4-(4,4,5,5-tetramethyl-1,3,2-dioxaborolan-2-yl)benzenesulfonamide). Starting materials: O=C([O-])O, COC(=O)c1ncccc1C(OC)OC, [Na+], C1COCCO1, O, Cc1ccc(S(=O)(=O)O)cc1. Yields the product COC(=O)c1ncccc1C=O. As a reaction SMILES: [C:27](=[O:28])([OH:29])[O-:30].[CH3:1][O:2][C:3](=[O:4])[c:5]1[n:6][cH:7][cH:8][cH:9][c:10]1[CH:11]([O:12][CH3:15])[O:13][CH3:14].[Na+:31].[O:32]1[CH2:33][CH2:34][O:35][CH2:36][CH2:37]1.[OH2:38].[c:16]1([CH3:17])[cH:18][cH:19][c:20]([S:21]([OH:22])(=[O:23])=[O:24])[cH:25][cH:26]1>>[CH3:1][O:2][C:3](=[O:4])[c:5]1[n:6][cH:7][cH:8][cH:9][c:10]1[CH:11]=[O:12]. Starting materials: C(C1=CC=CC=C1)(=O)OCCCN1CCC2=CC(=CC(=C12)C#N)C[C@@H](C)NCCOC1=C(C=CC=C1)OCC ((R)-3-[7-Cyano-5-[2-[[2-(2-ethoxyphenoxy)ethyl]-amino]propyl]-2,3-dihydro-1H-indol-1-yl]propyl benzoate), [OH-].[K+] (potassium hydroxide). The solvent is CO (methanol), O (water). Product: C(C)OC1=C(OCCN[C@@H](CC=2C=C3CCN(C3=C(C2)C#N)CCCO)C)C=CC=C1 ((R)-5-[2-[[2-(2-ethoxyphenoxy)ethyl]amino]propyl]-1-(3-hydroxypropyl)-2,3-dihydro-1H-indole-7-carbonitrile). Yield: 104.4%. Reaction SMILES: C([O:9][CH2:10][CH2:11][CH2:12][N:13]1[C:21]2[C:16](=[CH:17][C:18]([CH2:24][C@H:25]([NH:27][CH2:28][CH2:29][O:30][C:31]3[CH:36]=[CH:35][CH:34]=[CH:33][C:32]=3[O:37][CH2:38][CH3:39])[CH3:26])=[CH:19][C:20]=2[C:22]#[N:23])[CH2:15][CH2:14]1)(=O)C1C=CC=CC=1.[OH-].[K+]>CO.O>[CH2:38]([O:37][C:32]1[CH:33]=[CH:34][CH:35]=[CH:36][C:31]=1[O:30][CH2:29][CH2:28][NH:27][C@H:25]([CH3:26])[CH2:24][C:18]1[CH:17]=[C:16]2[C:21](=[C:20]([C:22]#[N:23])[CH:19]=1)[N:13]([CH2:12][CH2:11][CH2:10][OH:9])[CH2:14][CH2:15]2)[CH3:39] |f:1.2|. Procedure details: (R)-3-[7-Cyano-5-[2-[[2-(2-ethoxyphenoxy)ethyl]-amino]propyl]-2,3-dihydro-1H-indol-1-yl]propyl benzoate (7.23 g) was dissolved in methanol (46 ml) and the solution was added to a solution of potassium hydroxide (1.54 g) in distilled water (9.2 ml). After being heated under reflux for 1 hour, the reaction mixture was concentrated in vacuo. Distilled water (100 ml) was added to the residue and the resulting mixture was extracted with ethyl acetate. The ethyl acetate layer was washed with a saturat... Starting materials: O=C([O-])[O-], CCOC(C)=O, CCCCCC, COc1cccc(-c2nc(CCl)no2)c1, [K+], [K+], CN(C)C=O, Sc1nc2ccccc2[nH]1. Product: COc1cccc(-c2nc(CSc3nc4ccccc4[nH]3)no2)c1. RXN SMILES: [C:26](=[O:27])([O-:28])[O-:29].[CH3:32][CH2:33][O:34][C:35](=[O:36])[CH3:37].[CH3:43][CH2:44][CH2:45][CH2:46][CH2:47][CH3:48].[Cl:11][CH2:12][c:13]1[n:14][o:15][c:16](-[c:18]2[cH:19][c:20]([O:24][CH3:25])[cH:21][cH:22][cH:23]2)[n:17]1.[K+:30].[K+:31].[O:38]=[CH:39][N:40]([CH3:41])[CH3:42].[nH:1]1[c:2]([SH:10])[n:3][c:4]2[c:5]1[cH:6][cH:7][cH:8][cH:9]2>>[n:1]1[c:2]([S:10][CH2:12][c:13]2[n:14][o:15][c:16](-[c:18]3[cH:19][c:20]([O:24][CH3:25])[cH:21][cH:22][cH:23]3)[n:17]2)[nH:3][c:4]2[c:5]1[cH:6][cH:7][cH:8][cH:9]2.